From a dataset of the Open Reaction Database (ORD), a public repository of structured organic reaction records. describe an organic reaction: reactants, conditions, products, and yield The reactants are C(C)(C)(C)C1=NN=C(S1)N=C=O (5-t-buty-1,3,4-thiadiazol-2-yl isocyanate), dimethyl acetal, CNCCC=O (3-methylaminopropionaldehyde). Run in C1=CC=CC=C1 (benzene), C1=CC=CC=C1 (benzene). Run at time 5 minute. Product: dimethyl acetal, CN(C(=O)NC=1SC(=NN1)C(C)(C)C)CCC=O (3-[1-methyl-(5-t-butyl-1,3,4-thiadiazol-2-yl)ureido]propionaldehyde). Reaction SMILES: [C:1]([C:5]1[S:9][C:8]([N:10]=[C:11]=[O:12])=[N:7][N:6]=1)([CH3:4])([CH3:3])[CH3:2].[CH3:13][NH:14][CH2:15][CH2:16][CH:17]=[O:18]>C1C=CC=CC=1>[CH3:13][N:14]([CH2:15][CH2:16][CH:17]=[O:18])[C:11]([NH:10][C:8]1[S:9][C:5]([C:1]([CH3:4])([CH3:2])[CH3:3])=[N:6][N:7]=1)=[O:12]. Reported procedure: A mixture of 5-t-buty-1,3,4-thiadiazol-2-yl isocyanate dimer (6 grams), the dimethyl acetal of 3-methylaminopropionaldehyde (4.0 grams) and benzene (50 ml) are charged into a glass reaction flask equipped with a mechanical stirrer and reflux condenser. The reaction mixture is heated at reflux, with stirring, for a period of about 5 minutes. After this time the reaction mixture is stripped of benzene to yield a residue. The residue is then recrystallized to yield the desired product the dimethyl ... Starting materials: ClCCS(=O)(=O)Cl (2-chloroethanesulfonyl chloride), [H-].[Na+] (NaH), C1(CCCCC1)OC1=CC=C(C=C1)C=1C(=NC=C(N1)C)N (3-(4-(cyclohexyloxy)phenyl)-5-methylpyrazin-2-amine). Solvent: C1CCOC1 (THF), C1CCOC1 (THF). Reaction conditions: time 10 minute. Product: C1(CCCCC1)OC1=CC=C(C=C1)C1=NC(=CN2C1=NS(CC2)(=O)=O)C (9-[4-(cyclohexyloxy)phenyl]-7-methyl-3,4-dihydropyrazino[2,1-c][1,2,4]thiadiazine 2,2-dioxide). Reaction SMILES: [H-].[Na+].Cl[CH2:4][CH2:5][S:6](Cl)(=[O:8])=[O:7].[CH:10]1([O:16][C:17]2[CH:22]=[CH:21][C:20]([C:23]3[C:24]([NH2:30])=[N:25][CH:26]=[C:27]([CH3:29])[N:28]=3)=[CH:19][CH:18]=2)[CH2:15][CH2:14][CH2:13][CH2:12][CH2:11]1>C1COCC1>[CH:10]1([O:16][C:17]2[CH:18]=[CH:19][C:20]([C:23]3[C:24]4=[N:30][S:6](=[O:8])(=[O:7])[CH2:5][CH2:4][N:25]4[CH:26]=[C:27]([CH3:29])[N:28]=3)=[CH:21][CH:22]=2)[CH2:11][CH2:12][CH2:13][CH2:14][CH2:15]1 |f:0.1|. Procedure details: To a suspension of NaH (60%, 5.29 g) in THF (dry) (100 mL) was added 2-chloroethanesulfonyl chloride (5.57 mL) at 0° C. and the mixture was stirred for 10 min at the same temperature. A solution of 3-(4-(cyclohexyloxy)phenyl)-5-methylpyrazin-2-amine (7.5 g) in THF (dry) (75 mL) was added at 0° C. and the mixture was stirred at room temperature under nitrogen for 2 days. The mixture was quenched with water/THF at 0° C. carefully and water was added to form precipitates which were washed with EtOA... Reactants: CCO (EtOH), C(C)(C)(C)OC(=O)NCC(C(=O)OCC)CC1=CC=C(C=C1)OCCO (ethyl 3-[(tert-butoxycarbonyl)amino]-2-[4-(2-hydroxyethoxy)benzyl]propanoate), [Li+].[OH-] (LiOH). Run in C1CCOC1 (THF). Conditions: time 48 hour. The product is C(C)(C)(C)OC(=O)NCC(C(=O)O)CC1=CC=C(C=C1)OCCO (3-[(tert-Butoxycarbonyl)amino]-2-[4-(2-hydroxyethoxy)benzyl]propanoic acid). RXN SMILES: CCO.[C:4]([O:8][C:9]([NH:11][CH2:12][CH:13]([CH2:19][C:20]1[CH:25]=[CH:24][C:23]([O:26][CH2:27][CH2:28][OH:29])=[CH:22][CH:21]=1)[C:14]([O:16]CC)=[O:15])=[O:10])([CH3:7])([CH3:6])[CH3:5].[Li+].[OH-]>C1COCC1>[C:4]([O:8][C:9]([NH:11][CH2:12][CH:13]([CH2:19][C:20]1[CH:25]=[CH:24][C:23]([O:26][CH2:27][CH2:28][OH:29])=[CH:22][CH:21]=1)[C:14]([OH:16])=[O:15])=[O:10])([CH3:5])([CH3:7])[CH3:6] |f:2.3|. Procedure: To a 5:3 (v/v) solution of EtOH and THF (0.2 M) of ethyl 3-[(tert-butoxycarbonyl)amino]-2-[4-(2-hydroxyethoxy)benzyl]propanoate from the previous step (1 eq.) was added LiOH (1 M aqueous solution, 2 eq.). The resulting mixture was stirred at RT for 48 h. Following the removal of the volatiles in vacuo, the resulting residue was partitioned between ether and 1 N aq. NaOH. The aqueous layer was separated and washed further with ether. The aqueous layer was then acidified to pH ˜2 with conc. HCl an... The reactants are COC(C(O)C(C(C)OC1=CC=C(C=C1)O)=O)=O (2-(4-hydroxyphenoxy)-propionyl-glycolic acid methyl ester), C([O-])([O-])=O.[K+].[K+] (potassium carbonate), ClC=1OC2=C(N1)C=C(C=C2)Cl (2,5-dichlorobenzoxazole). Run in C(C)#N (acetonitrile). Product: COC(C(O)C(C(C)OC1=CC=C(C=C1)OC=1OC2=C(N1)C=C(C=C2)Cl)=O)=O (2-[4-(5-chloro-2-benzoxazolyloxy)-phenoxy]-propionyl-glycolic acid methyl ester). Yield: 83.9%. As a reaction SMILES: [CH3:1][O:2][C:3](=[O:18])[CH:4]([C:6](=[O:17])[CH:7]([O:9][C:10]1[CH:15]=[CH:14][C:13]([OH:16])=[CH:12][CH:11]=1)[CH3:8])[OH:5].C(=O)([O-])[O-].[K+].[K+].Cl[C:26]1[O:27][C:28]2[CH:34]=[CH:33][C:32]([Cl:35])=[CH:31][C:29]=2[N:30]=1>C(#N)C>[CH3:1][O:2][C:3](=[O:18])[CH:4]([C:6](=[O:17])[CH:7]([O:9][C:10]1[CH:11]=[CH:12][C:13]([O:16][C:26]2[O:27][C:28]3[CH:34]=[CH:33][C:32]([Cl:35])=[CH:31][C:29]=3[N:30]=2)=[CH:14][CH:15]=1)[CH3:8])[OH:5] |f:1.2.3|. Procedure details: 25.4 g of 2-(4-hydroxyphenoxy)-propionyl-glycolic acid methyl ester and 16.6 g of potassium carbonate in 180 cc of acetonitrile are refluxed for 1 hour to form a salt. After addition of 20 g of 2,5-dichlorobenzoxazole, the mixture is refluxed for 10 hours. The salt is filtered off at 60° C. and the acetonitrile is distilled off. The residue is freed in vacuo from volatile residues. 34 g (84.8% of theory) of 2-[4-(5-chloro-2-benzoxazolyloxy)-phenoxy]-propionyl-glycolic acid methyl ester are obtai... The solvent is O (water). The product is FC1=CC=C(CN2C(=CC3=CC(=CC=C23)S(=O)(=O)C)CC=2SC=CN2)C=C1 (1-(4-fluorobenzyl)-5-methanesulfonyl-2-(2-thiazolylmethyl)indole). The reactants are NN (hydrazine), FC1=CC=C(CN2C(=CC3=CC(=CC=C23)S(=O)(=O)C)C(=O)C=2SC=CN2)C=C1 (1-(4-fluorobenzyl)-5-methanesulfonyl-2-(2-thiazolylcarbonyl)indole), [OH-].[K+] (potassium hydroxide), C(CO)O (ethylene glycol). Reaction SMILES: [F:1][C:2]1[CH:28]=[CH:27][C:5]([CH2:6][N:7]2[C:15]3[C:10](=[CH:11][C:12]([S:16]([CH3:19])(=[O:18])=[O:17])=[CH:13][CH:14]=3)[CH:9]=[C:8]2[C:20]([C:22]2[S:23][CH:24]=[CH:25][N:26]=2)=O)=[CH:4][CH:3]=1.[OH-].[K+].C(O)CO.NN>O>[F:1][C:2]1[CH:3]=[CH:4][C:5]([CH2:6][N:7]2[C:15]3[C:10](=[CH:11][C:12]([S:16]([CH3:19])(=[O:18])=[O:17])=[CH:13][CH:14]=3)[CH:9]=[C:8]2[CH2:20][C:22]2[S:23][CH:24]=[CH:25][N:26]=2)=[CH:27][CH:28]=1 |f:1.2|. Procedure details: To a mixture of the compound obtained in Example 27 (6) (88 mg), potassium hydroxide. (25 mg) and ethylene glycol (2.5 ml), hydrazine. (65-mg) was added and the mixture was stirred at 120° C. for 3 hours. The reaction mixture was poured into water, extracted with chloroform, dried over anhydrous magnesium sulfate and concentrated under reduced pressure. The resulting residue was separated and purified twice with silica gel preparative thin-layer chromatography (hexane:ethyl acetate=1:1) and (chl... Run at temperature 120 celsius, time 3 hour. Yield: 45.9%.